Dataset: the Open Reaction Database (ORD), a public repository of structured organic reaction records. Task: describe an organic reaction: reactants, conditions, products, and yield The reactants are OC1(CC(C2CCC(=C2CC1)C)=C)C (6 -hydroxy-1,6-dimethyl-4-methylen-2,3,3a,4,5,6,7,8-octahydroazulene), C(C)(=O)Cl (acetyl chloride). Solvent: N1=CC=CC=C1 (pyridine), C(Cl)Cl (methylene chloride). Reaction conditions: time 8 hour. Product: C(C)(=O)OC1(CC(C2CCC(=C2CC1)C)=C)C (6-acetoxy-1,6-dimethyl-4-methylen-2,3,3a,4,5,6,7,8-octahydroazulene). As a reaction SMILES: [OH:1][C:2]1([CH3:14])[CH2:11][CH2:10][C:9]2[CH:5]([CH2:6][CH2:7][C:8]=2[CH3:12])[C:4](=[CH2:13])[CH2:3]1.[C:15](Cl)(=[O:17])[CH3:16]>N1C=CC=CC=1.C(Cl)Cl>[C:15]([O:1][C:2]1([CH3:14])[CH2:11][CH2:10][C:9]2[CH:5]([CH2:6][CH2:7][C:8]=2[CH3:12])[C:4](=[CH2:13])[CH2:3]1)(=[O:17])[CH3:16]. Procedure: A solution of 2.0 g of 6 -hydroxy-1,6-dimethyl-4-methylen-2,3,3a,4,5,6,7,8-octahydroazulene in 5 ml of pyridine and 50 ml of methylene chloride was treated at -10° with 1.1 ml of acetyl chloride. The mixture was left to stand overnight at room temperature, then poured on to ice and worked up in a conventional manner. The crude product (3.1 g) which was obtained in the form of a brown oil, was chromatographed on 50 times the amount of silica gel. By elution with hexane/ether (19:1) there was obta... Reactants: S(O)(O)(=O)=O (sulfuric acid), C=O (formaldehyde), C1(=CC=CC=C1)OC1=CC=CC=C1 (diphenyl ether), C1(=CC=CC=C1)OC1=CC=CC=C1 (diphenyl ether), C=O (formaldehyde), C1(=CC=CC=C1)O (phenol). Run in C(C)(=O)O (acetic acid). Run at time 24 hour. The product is C=O.C1(=CC=CC=C1)O (HCHO PhOH). Reaction SMILES: [C:1]1([O:7]C2C=CC=CC=2)C=CC=CC=1.S(=O)(=O)(O)O.C=O.[C:21]1([OH:27])[CH:26]=[CH:25][CH:24]=[CH:23][CH:22]=1>C(O)(=O)C>[CH2:1]=[O:7].[C:21]1([OH:27])[CH:26]=[CH:25][CH:24]=[CH:23][CH:22]=1 |f:5.6|. Reported procedure: A 250-mL 3-neck flask equipped with a mechanical stirrer and an addition port was charged with diphenyl ether (34 gm, 0.2 mol), acetic acid (35 mL) containing sulfuric acid (5 mL), and aqueous formaldehyde (37% solution, 46 mL, 0.61 mol). The flask was placed in a 100° C. oil bath and rapid mixing was started. After the reaction between the diphenyl ether and formaldehyde had proceeded for 24 hours phenol (40 mL, 0.46 mol) was added in uniform portions over a 15-minute period. Starting materials: N1=CC=CC=C1 (pyridine), CC(=O)OI1(C=2C=CC=CC2C(=O)O1)(OC(=O)C)OC(=O)C (Dess-Martin periodinane), N1(CCCC1)CC1=CC=C(C=C1)CCCO (3-(4-pyrrolidin-1-ylmethyl-phenyl)-propan-1-ol). Solvent: C(Cl)Cl (DCM). Conditions: time 4 hour. Product: N1(CCCC1)CC1=CC=C(C=C1)CCC=O (3-(4-pyrrolidin-1-ylmethyl-phenyl)-propionaldehyde). RXN SMILES: N1C=CC=CC=1.CC(OI1(OC(C)=O)(OC(C)=O)OC(=O)C2C=CC=CC1=2)=O.[N:29]1([CH2:34][C:35]2[CH:40]=[CH:39][C:38]([CH2:41][CH2:42][CH2:43][OH:44])=[CH:37][CH:36]=2)[CH2:33][CH2:32][CH2:31][CH2:30]1>C(Cl)Cl>[N:29]1([CH2:34][C:35]2[CH:40]=[CH:39][C:38]([CH2:41][CH2:42][CH:43]=[O:44])=[CH:37][CH:36]=2)[CH2:33][CH2:32][CH2:31][CH2:30]1. Reported procedure: 2.87 mL (35.56 mmol) pyridine and 2.11 g (4.98 mmol) Dess-Martin periodinane are added to a solution of 780 mg (3.56 mmol) 3-(4-pyrrolidin-1-ylmethyl-phenyl)-propan-1-ol in 30 mL DCM. The reaction mixture is stirred for 4 h at RT, then added to 100 mL saturated, aqueous NaHCO3 solution, exhaustively extracted with tert-butylmethylether, the organic phase is washed with saturated, aqueous NaCl solution and dried over Na2SO4. After the desiccant and solvent have been eliminated the crude product i... Run in COCCOC (1,2-dimethoxyethane), O (water). Reaction SMILES: [Cl:1][C:2]1[CH:13]=[C:12]([F:14])[C:11]([N:15]2[C:20](=[O:21])[C:19]([CH2:22]Cl)=[C:18]([CH3:24])[N:17]([CH3:25])[C:16]2=[O:26])=[CH:10][C:3]=1[C:4]([O:6][CH:7]([CH3:9])[CH3:8])=[O:5].C(=O)(O)[O-:28].[Na+]>COCCOC.O>[Cl:1][C:2]1[CH:13]=[C:12]([F:14])[C:11]([N:15]2[C:20](=[O:21])[C:19]([CH2:22][OH:28])=[C:18]([CH3:24])[N:17]([CH3:25])[C:16]2=[O:26])=[CH:10][C:3]=1[C:4]([O:6][CH:7]([CH3:9])[CH3:8])=[O:5] |f:1.2|. The reactants are ClC1=C(C(=O)OC(C)C)C=C(C(=C1)F)N1C(N(C(=C(C1=O)CCl)C)C)=O (isopropyl 2-chloro-4-fluoro-5-[5-chloromethyl-3,6-dihydro-3,4-dimethyl-2,6-dioxo-1(2H)-pyrimidinyl]-benzoate), C([O-])(O)=O.[Na+] (sodium bicarbonate). Procedure: A solution of 1.14 g of isopropyl 2-chloro-4-fluoro-5-[5-chloromethyl-3,6-dihydro-3,4-dimethyl-2,6-dioxo-1(2H)-pyrimidinyl]-benzoate in 20 ml 1,2-dimethoxyethane is stirred at room temperature for 3 hours with a solution of 0.47 g of sodium bicarbonate in 10 ml of water. The solvent is evaporated off under reduced pressure and the residue is extracted with ethyl acetate. The organic phase is dried over anhydrous sodium sulphate and evaporated to dryness. The residue is purifed by chromatography ... Yields the product ClC1=C(C(=O)OC(C)C)C=C(C(=C1)F)N1C(N(C(=C(C1=O)CO)C)C)=O (isopropyl 2-chloro-4-fluoro-5-[3,6-dihydro-3,4-dimethyl-5-hydroxymethyl-2,6-dioxo-1(2H)-pyrimidinyl]-benzoate). The solvent is O (water), CN(C)C=O (DMF). Reported procedure: To a solution of malonic acid dimethyl ester (5.28 g, 40 mmol) in DMF (100 ml), 1,4-dibromo-butane (5.26 ml, 44 mmol), K2CO3 (13.8 g, 100 mmol), 1-butyl-3-methylimidazolium tetrafluoroborate (0.904 g, 4.0 mmol) are added at room temperature. The mixture is stirred at room temperature for 15 hours. To the mixture, water is added and the solution is extracted with AcOEt. The organic layer is washed with H2O and brine, dried over MgSO4, and concentrated under reduced pressure. The residue is purifi... Yield: 82.3%. As a reaction SMILES: [CH3:1][O:2][C:3](=[O:9])[CH2:4][C:5]([O:7][CH3:8])=[O:6].Br[CH2:11][CH2:12][CH2:13][CH2:14]Br.C([O-])([O-])=O.[K+].[K+].F[B-](F)(F)F.C([N+]1C=CN(C)C=1)CCC>CN(C=O)C.O>[CH3:1][O:2][C:3]([C:4]1([C:5]([O:7][CH3:8])=[O:6])[CH2:14][CH2:13][CH2:12][CH2:11]1)=[O:9] |f:2.3.4,5.6|. Reaction conditions: time 15 hour. The product is COC(=O)C1(CCCC1)C(=O)OC (cyclopentane-1,1-dicarboxylic acid dimethyl ester). The reactants are COC(CC(=O)OC)=O (malonic acid dimethyl ester), BrCCCCBr (1,4-dibromo-butane), C(=O)([O-])[O-].[K+].[K+] (K2CO3), F[B-](F)(F)F.C(CCC)[N+]1=CN(C=C1)C (1-butyl-3-methylimidazolium tetrafluoroborate). Run at time 1 hour. Run in C1=CC=CC=C1 (benzene). Reaction SMILES: [Cl:1][C:2]1[CH:13]=[CH:12][C:5]2[N:6]=[C:7]([N:9]=[C:10]=[O:11])[S:8][C:4]=2[CH:3]=1.[CH2:14]([NH:17][CH2:18][CH:19]=[O:20])[CH:15]=[CH2:16]>C1C=CC=CC=1>[CH2:14]([N:17]([CH2:18][CH:19]=[O:20])[C:10]([NH:9][C:7]1[S:8][C:4]2[CH:3]=[C:2]([Cl:1])[CH:13]=[CH:12][C:5]=2[N:6]=1)=[O:11])[CH:15]=[CH2:16]. The product is dimethyl acetal, C(C=C)N(C(=O)NC=1SC2=C(N1)C=CC(=C2)Cl)CC=O (2-[1-allyl-3-(6-chlorobenzothiazol-2-yl)ureido]acetaldehyde). The reactants are ClC1=CC2=C(N=C(S2)N=C=O)C=C1 (6-Chlorobenzothiazol-2-yl isocyanate), dimethyl acetal, C(C=C)NCC=O (2-allylaminoacetaldehyde). Procedure: 6-Chlorobenzothiazol-2-yl isocyanate dimer (0.1 mole), the dimethyl acetal of 2-allylaminoacetaldehyde (0.2 mole) and benzene (100 ml) are charged into a glass reaction vessel equipped with a mechanical stirrer and thermometer. The reaction mixture is stirred at ambient temperatures for a period of about one hour. After this time the reaction mixture is filtered, and the filtrate is stripped of solvent to yield the desired product the dimethyl acetal of 2-[1-allyl-3-(6-chlorobenzothiazol-2-yl)ur...